Dataset: the Open Reaction Database (ORD), a public repository of structured organic reaction records. Task: describe an organic reaction: reactants, conditions, products, and yield Reactants: C1=CC(=CC=C1C=O)C=O (terephthaldehyde), C(C)OP(=O)(OCC)CC=1C=C(C#N)C=CC1 (m-diethylphosphonomethylbenzonitrile). Conditions: time 0.5 hour. Yields the product C(#N)C=1C=C(C=CC1)C=CC1=CC=C(C=C1)C=O (3-Cyanostilbene-4'-aldehyde), C(#N)C=1C=C(C=CC2=CC=C(C=C2)C=CC2=CC(=CC=C2)C#N)C=CC1 (1,4-di(m-cyanostyryl)benzene). The yield is 2.0%. Reaction SMILES: [CH:1]1[C:6]([CH:7]=[O:8])=[CH:5][CH:4]=[C:3]([CH:9]=O)[CH:2]=1.C(OP([CH2:19][C:20]1[CH:21]=[C:22]([CH:25]=[CH:26][CH:27]=1)[C:23]#[N:24])(OCC)=O)C>>[C:23]([C:22]1[CH:21]=[C:20]([CH:19]=[CH:9][C:3]2[CH:2]=[CH:1][C:6]([CH:7]=[O:8])=[CH:5][CH:4]=2)[CH:27]=[CH:26][CH:25]=1)#[N:24].[C:23]([C:22]1[CH:21]=[C:20]([CH:27]=[CH:26][CH:25]=1)[CH:19]=[CH:9][C:3]1[CH:4]=[CH:5][C:6]([CH:7]=[CH:19][C:20]2[CH:27]=[CH:26][CH:25]=[C:22]([C:23]#[N:24])[CH:21]=2)=[CH:1][CH:2]=1)#[N:24]. Procedure details: 6.7 g of terephthaldehyde are reacted with 12.8 g of m-diethylphosphonomethylbenzonitrile (99.2%) in accordance with Example 1. The reaction temperature is kept initially at 0°-5° C. for 1/2 hour and allowed to rise overnight to 22° C. 3-Cyanostilbene-4'-aldehyde containing 2% of 1,4-di(m-cyanostyryl)benzene is obtained in a yield of 8.0 g after working up as described in Example 1, but without dilution with water. Reactants: CNC (dimethylamine), O.NN (hydrazine hydrate), CCN(C(C)C)C(C)C (DIPEA), N1=C(Cl)N=C(Cl)N=C1Cl (cyanuric chloride), C(CC=C)[Mg]Br (3-butenylmagnesium bromide). The solvent is O1CCOCC1 (1,4-dioxane), C1=CC=CC=C1 (benzene). Reaction conditions: temperature 0 celsius, time 3 hour. Yields the product C(CC=C)C1=NC(=NC(=N1)N(C)C)NN (4-(3-Buten-1-yl)-6-(dimethylamino)-2-hydrazino-1,3,5-triazine). As a reaction SMILES: [N:1]1[C:8](Cl)=[N:7][C:5](Cl)=[N:4][C:2]=1Cl.[CH2:10]([Mg]Br)[CH2:11][CH:12]=[CH2:13].C[CH2:17][N:18]([CH:22](C)C)C(C)C.CNC.O.[NH2:29][NH2:30]>C1C=CC=CC=1.O1CCOCC1>[CH2:10]([C:2]1[N:4]=[C:5]([N:18]([CH3:22])[CH3:17])[N:7]=[C:8]([NH:29][NH2:30])[N:1]=1)[CH2:11][CH:12]=[CH2:13] |f:4.5|. Reported procedure: To a cyanuric chloride (1.07 g, 5.80 mmol) in anhydrous benzene (10.7 mL) was added at 0° C. dropwise a solution of 3-butenylmagnesium bromide (0.5M in THF, 12.8 mL, 6.38 mmol). The resulting mixture was stirred at 0° C. for 3 hrs. To the mixture were added 1,4-dioxane (10 mL), DIPEA (1.1 mL), followed by addition of dimethylamine (2.0M in MeOH, 3.2 mL, 6.38 mmol) at 0° C. The mixture was stirred and allowed to warm up to room temperature over 2 hours. Finally to it was added hydrazine hydrate (...